The task is: describe an organic reaction: reactants, conditions, products, and yield. This data is from the Open Reaction Database (ORD), a public repository of structured organic reaction records. Starting materials: Cl (Hydrochloric acid), OC=1C(=C(C(=O)C2=CC=CC=C2)C=CC1OC)[N+](=O)[O-] (3-Hydroxy4-methoxy-2-nitrobenzophenone), N1=CC=CC=C1 (pyridine), [Cl-].[Al+3].[Cl-].[Cl-] (aluminium chloride). The solvent is ClCCCl (1,2-dichloroethane). Yields the product OC=1C(=C(C(=O)C2=CC=CC=C2)C=CC1O)[N+](=O)[O-] (3,4-dihydroxy-2-nitrobenzophenone). Yield: 88.8%. As a reaction SMILES: [OH:1][C:2]1[C:3]([N+:18]([O-:20])=[O:19])=[C:4]([CH:13]=[CH:14][C:15]=1[O:16]C)[C:5]([C:7]1[CH:12]=[CH:11][CH:10]=[CH:9][CH:8]=1)=[O:6].[Cl-].[Al+3].[Cl-].[Cl-].N1C=CC=CC=1.Cl>ClCCCl>[OH:1][C:2]1[C:3]([N+:18]([O-:20])=[O:19])=[C:4]([CH:13]=[CH:14][C:15]=1[OH:16])[C:5]([C:7]1[CH:8]=[CH:9][CH:10]=[CH:11][CH:12]=1)=[O:6] |f:1.2.3.4|. Procedure details: To a stirred suspension of 3-Hydroxy4-methoxy-2-nitrobenzophenone (8.3 g, 30.38 mmol) in 1,2-dichloroethane (100 ml) at room temperature under argon was added aluminium chloride (4.46 g, 33.45 mmol) in one portion followed by pyridine (9.61 g, 9.81 ml, 121.5 mmol) giving rise to an exothermic reaction. the mixture was stirred at reflux for one hour, allowed to cool to room temperature and then poured onto ice-water (300 ml). Hydrochloric acid (2N, 70 ml) was added and the mixture was stirred for... Starting materials: [N-]=[N+]=[N-].[Na+] (NaN3), Cl\C(\C(F)(F)F)=N/C1=C(C=CC(=C1)[N+](=O)[O-])C1CC1 ((Z)—N-(1-chloro-2,2,2-trifluoroethylidene)-2-cyclopropyl-5-nitrobenzenamine). Run in C(C)#N (acetonitrile). Run at time 16 hour. The product is C1(CC1)C1=C(C=C(C=C1)[N+](=O)[O-])N1N=NN=C1C(F)(F)F (1-(2-Cyclopropyl-5-nitrophenyl)-5-(trifluoromethyl)-1H-tetrazole). RXN SMILES: [N-:1]=[N+:2]=[N-:3].[Na+].Cl/[C:6](=[N:11]\[C:12]1[CH:17]=[C:16]([N+:18]([O-:20])=[O:19])[CH:15]=[CH:14][C:13]=1[CH:21]1[CH2:23][CH2:22]1)/[C:7]([F:10])([F:9])[F:8]>C(#N)C>[CH:21]1([C:13]2[CH:14]=[CH:15][C:16]([N+:18]([O-:20])=[O:19])=[CH:17][C:12]=2[N:11]2[C:6]([C:7]([F:10])([F:9])[F:8])=[N:3][N:2]=[N:1]2)[CH2:23][CH2:22]1 |f:0.1|. Procedure: A mixture of NaN3 (0.56 g, 8.57 mmol, 2.5 eq) and (Z)—N-(1-chloro-2,2,2-trifluoroethylidene)-2-cyclopropyl-5-nitrobenzenamine intermediate (1.0 g, 3.43 mmol, 1.0 eq) in 15 mL dry acetonitrile was stirred at room temperature for 16 hours. The reaction mixture was poured into ice-cold aqueous Na2CO3 solution, extracted with ethyl acetate. The organic layer washed with brine, dried over Na2SO4, filtered, and concentrated in vacuo. The resulting crude mixture was purified by column chromatography, e... Reactants: CC(C)(C)N1CCNCC1, CCSC1=NC(=O)C(=Cc2ccc3c(cnn3Cc3ccc(Cl)cc3C(F)(F)F)c2)S1. The product is CC(C)(C)N1CCN(C2=NC(=O)C(=Cc3ccc4c(cnn4Cc4ccc(Cl)cc4C(F)(F)F)c3)S2)CC1. As a reaction SMILES: [C:32]([CH3:33])([CH3:34])([CH3:35])[N:36]1[CH2:37][CH2:38][NH:39][CH2:40][CH2:41]1.[Cl:1][c:2]1[cH:3][c:4]([C:28]([F:29])([F:30])[F:31])[c:5]([CH2:6][n:7]2[n:8][cH:9][c:10]3[cH:11][c:12]([CH:16]=[C:17]4[C:18](=[O:25])[N:19]=[C:20]([S:22][CH2:23][CH3:24])[S:21]4)[cH:13][cH:14][c:15]23)[cH:26][cH:27]1>>[Cl:1][c:2]1[cH:3][c:4]([C:28]([F:29])([F:30])[F:31])[c:5]([CH2:6][n:7]2[n:8][cH:9][c:10]3[cH:11][c:12]([CH:16]=[C:17]4[C:18](=[O:25])[N:19]=[C:20]([N:39]5[CH2:38][CH2:37][N:36]([C:32]([CH3:33])([CH3:34])[CH3:35])[CH2:41][CH2:40]5)[S:21]4)[cH:13][cH:14][c:15]23)[cH:26][cH:27]1.